This data is from the Open Reaction Database (ORD), a public repository of structured organic reaction records. The task is: describe an organic reaction: reactants, conditions, products, and yield Reactants: C1CCOC1, COc1ccc(COc2ccc(C(=O)O)cc2Cl)cc1OC, CNc1ccc(Oc2ccccc2)cc1C(=O)NC(C)C, N#CC(Cl)(Cl)Cl, ClCCl, c1ccc(P(c2ccccc2)c2ccccc2)cc1. Yields the product COc1ccc(COc2ccc(C(=O)N(C)c3ccc(Oc4ccccc4)cc3C(=O)NC(C)C)cc2Cl)cc1OC. RXN SMILES: [CH2:72]1[O:73][CH2:74][CH2:75][CH2:76]1.[CH3:1][O:2][c:3]1[cH:4][c:5]([CH2:6][O:7][c:8]2[c:9]([Cl:17])[cH:10][c:11]([C:12](=[O:13])[OH:14])[cH:15][cH:16]2)[cH:18][cH:19][c:20]1[O:21][CH3:22].[CH:48]([CH3:49])([CH3:50])[NH:51][C:52]([c:53]1[c:54]([NH:66][CH3:67])[cH:55][cH:56][c:57]([O:59][c:60]2[cH:61][cH:62][cH:63][cH:64][cH:65]2)[cH:58]1)=[O:68].[Cl:23][C:24]([Cl:25])([Cl:26])[C:27]#[N:28].[Cl:69][CH2:70][Cl:71].[c:29]1([P:30]([c:31]2[cH:32][cH:33][cH:34][cH:35][cH:36]2)[c:37]2[cH:38][cH:39][cH:40][cH:41][cH:42]2)[cH:43][cH:44][cH:45][cH:46][cH:47]1>>[CH3:1][O:2][c:3]1[cH:4][c:5]([CH2:6][O:7][c:8]2[c:9]([Cl:17])[cH:10][c:11]([C:12](=[O:14])[N:66]([c:54]3[c:53]([C:52]([NH:51][CH:48]([CH3:49])[CH3:50])=[O:68])[cH:58][c:57]([O:59][c:60]4[cH:61][cH:62][cH:63][cH:64][cH:65]4)[cH:56][cH:55]3)[CH3:67])[cH:15][cH:16]2)[cH:18][cH:19][c:20]1[O:21][CH3:22].